From a dataset of the Open Reaction Database (ORD), a public repository of structured organic reaction records. describe an organic reaction: reactants, conditions, products, and yield Reactants: FC1=CC=C(C=C1)C1=C(C(=C(N1CC[C@H]1OC(C[C@@H](C1)O)=O)C(C)C)C(=O)NC1=CC=C(C=C1)OCC1=CC=CC=C1)C1=CC=CC=C1 ((2R-trans)-5-(4-fluorophenyl)-2-(1-methylethyl)-N-(4-benzyloxyphenyl)-4-phenyl-1-[ 2-(tetrahydro-4-hydroxy-6-oxo-2H-pyran-2-yl)ethyl]-1H-pyrrole-3-carboxamide). Reagents/catalysts: [Pd] (palladium on carbon). The solvent is C(C)(=O)OCC (ethyl acetate). Run at temperature 24 celsius, time 3 day. Product: FC1=CC=C(C=C1)C1=C(C(=C(N1CC[C@H]1OC(C[C@@H](C1)O)=O)C(C)C)C(=O)NC1=CC=C(C=C1)O)C1=CC=CC=C1 ((2R-trans)-5-(4-fluorophenyl)-2-(1-methylethyl)-N-(4-hydroxyphenyl)-4-phenyl-1-[2-(tetrahydro-4-hydroxy-6-oxo-2H-pyran-2-yl)-ethyl]-1H-pyrrole-3-carboxamide). The yield is 6887.1%. As a reaction SMILES: [F:1][C:2]1[CH:7]=[CH:6][C:5]([C:8]2[N:12]([CH2:13][CH2:14][C@@H:15]3[CH2:20][C@@H:19]([OH:21])[CH2:18][C:17](=[O:22])[O:16]3)[C:11]([CH:23]([CH3:25])[CH3:24])=[C:10]([C:26]([NH:28][C:29]3[CH:34]=[CH:33][C:32]([O:35]CC4C=CC=CC=4)=[CH:31][CH:30]=3)=[O:27])[C:9]=2[C:43]2[CH:48]=[CH:47][CH:46]=[CH:45][CH:44]=2)=[CH:4][CH:3]=1>[Pd].C(OCC)(=O)C>[F:1][C:2]1[CH:3]=[CH:4][C:5]([C:8]2[N:12]([CH2:13][CH2:14][C@@H:15]3[CH2:20][C@@H:19]([OH:21])[CH2:18][C:17](=[O:22])[O:16]3)[C:11]([CH:23]([CH3:24])[CH3:25])=[C:10]([C:26]([NH:28][C:29]3[CH:30]=[CH:31][C:32]([OH:35])=[CH:33][CH:34]=3)=[O:27])[C:9]=2[C:43]2[CH:44]=[CH:45][CH:46]=[CH:47][CH:48]=2)=[CH:6][CH:7]=1. Procedure: A mixture of 4.7 g (7.26 mmol) of the benzyl ether from Step D above and 1.0 g of 10% palladium on carbon in 300 mL of ethyl acetate was stirred at 24° C. under hydrogen for 3 days. The mixture was filtered to remove the catalyst, and the solvent was removed by evaporation under reduced pressure to give an oil. The oil was crystallized from fresh ethyl acetate to provide 3.5 g of (2R-trans)-5-(4-fluorophenyl)-2-(1-methylethyl)-N-(4-hydroxyphenyl)-4-phenyl-1-[2-(tetrahydro-4-hydroxy-6-oxo-2H-pyra... The reactants are COc1cc(-c2noc(C)n2)c(C2OCC(C)(C)CO2)cc1OC, CC(C)=O, Cl, [Na+], O=C([O-])O. Yields the product COc1cc(C=O)c(-c2noc(C)n2)cc1OC. Reaction SMILES: [CH3:1][C:2]1([CH3:3])[CH2:6][O:7][CH:5]([c:8]2[c:9](-[c:18]3[n:19][o:20][c:21]([CH3:23])[n:22]3)[cH:10][c:11]([O:16][CH3:17])[c:12]([O:14][CH3:15])[cH:13]2)[O:4][CH2:24]1.[CH3:31][C:32](=[O:33])[CH3:34].[ClH:25].[Na+:30].[O-:26][C:27]([OH:28])=[O:29]>>[O:4]=[CH:5][c:8]1[c:9](-[c:18]2[n:19][o:20][c:21]([CH3:23])[n:22]2)[cH:10][c:11]([O:16][CH3:17])[c:12]([O:14][CH3:15])[cH:13]1.